From a dataset of the Open Reaction Database (ORD), a public repository of structured organic reaction records. describe an organic reaction: reactants, conditions, products, and yield The reactants are ClC1=C(C=C(C=O)C=C1)F (4-chloro-3-fluorobenzaldehyde), N (ammonia), O (water), C[Si](C)(C)C#N (trimethylsilyl cyanide). Reagents/catalysts: CC(C)[O-].CC(C)[O-].CC(C)[O-].CC(C)[O-].[Ti+4] (tetraisopropyl orthotitanate). Run in CO (methanol), CO (methanol). Run at time 1.5 hour. Yields the product NC(C#N)C1=CC(=C(C=C1)Cl)F (rac-Amino-(4-chloro-3-fluoro-phenyl)-acetonitrile). As a reaction SMILES: [Cl:1][C:2]1[CH:9]=[CH:8][C:5]([CH:6]=O)=[CH:4][C:3]=1[F:10].[NH3:11].C[Si]([C:16]#[N:17])(C)C.O>CO.CC([O-])C.CC([O-])C.CC([O-])C.CC([O-])C.[Ti+4]>[NH2:11][CH:6]([C:5]1[CH:8]=[CH:9][C:2]([Cl:1])=[C:3]([F:10])[CH:4]=1)[C:16]#[N:17] |f:5.6.7.8.9|. Reported procedure: To a solution of 25.0 g (158 mmol) 4-chloro-3-fluorobenzaldehyde in 130 ml methanol and 175 ml methanol saturated with ammonia were added 54.9 ml (52.7 g, 185 mmol) tetraisopropyl orthotitanate and the mixture stirred at ambient temperature for 1.5 hours. Then 20.35 ml (16.14 g, 163 mmol) trimethylsilyl cyanide were added drop-wise and the resulting mixture stirred at ambient temperature for further 2 hours. The reaction mixture was poured onto 1500 ml iced water and extracted with ethyl acetate... Reactants: CC(C)([O-])C.[K+] (potassium t-butoxide), Cl.CCOCC (HCl ether), ClC1=C(C(=NC=N1)NC1=C(C=C(C=C1)S(=O)(=O)C)F)C ((6-chloro-5-methyl-pyrimidin-4-yl)-(2-fluoro-4-methanesulfonyl-phenyl)-amine), C(C)(C)C1=NOC(=N1)N1CCC(CC1)O (1-(3-isopropyl-[1,2,4]oxadiazol-5-yl)-piperidin-4-ol). The solvent is C1CCOC1 (THF), C(Cl)Cl (CH2Cl2). Yields the product FC1=C(C=CC(=C1)S(=O)(=O)C)NC1=NC=NC(=C1C)OC1CCN(CC1)C1=NC(=NO1)C(C)C ((2-Fluoro-4-methanesulfonyl-phenyl)-{6-[1-(3-isopropyl-[1,2,4]oxadiazol-5-yl)-piperidin-4-yloxy]-5-methyl-pyrimidin-4-yl}-amine). The yield is 30.0%. RXN SMILES: Cl[C:2]1[N:7]=[CH:6][N:5]=[C:4]([NH:8][C:9]2[CH:14]=[CH:13][C:12]([S:15]([CH3:18])(=[O:17])=[O:16])=[CH:11][C:10]=2[F:19])[C:3]=1[CH3:20].[CH:21]([C:24]1[N:28]=[C:27]([N:29]2[CH2:34][CH2:33][CH:32]([OH:35])[CH2:31][CH2:30]2)[O:26][N:25]=1)([CH3:23])[CH3:22].CC(C)([O-])C.[K+].Cl.CCOCC>C1COCC1.C(Cl)Cl>[F:19][C:10]1[CH:11]=[C:12]([S:15]([CH3:18])(=[O:17])=[O:16])[CH:13]=[CH:14][C:9]=1[NH:8][C:4]1[C:3]([CH3:20])=[C:2]([O:35][CH:32]2[CH2:33][CH2:34][N:29]([C:27]3[O:26][N:25]=[C:24]([CH:21]([CH3:23])[CH3:22])[N:28]=3)[CH2:30][CH2:31]2)[N:7]=[CH:6][N:5]=1 |f:2.3,4.5|. Procedure: A mixture of (6-chloro-5-methyl-pyrimidin-4-yl)-(2-fluoro-4-methanesulfonyl-phenyl)-amine (HCl salt, 1.76 g, 5.0 mmol) and 1-(3-isopropyl-[1,2,4]oxadiazol-5-yl)-piperidin-4-ol (1.05 g, 5.0 mmol) in anhydrous THF (10 mL) was treated with potassium t-butoxide (20 mL, 20 mmol), placed under inert atmosphere, and refluxed for 4 hours, at which point the reaction had stalled at 60% conversion. The reaction mixture was cooled, quenched with water (30 mL), and extracted with ether (2×50 mL). The combin... The reactants are ClC=1C=C(C=CC1Cl)C1(CNCC1)CCO (2-[3-(3,4-dichloro-phenyl)-pyrrolidin-3-yl]-ethanol), FC(C=1C=C(C(=O)Cl)C=C(C1)C(F)(F)F)(F)F (3,5-bis(trifluoromethyl)-benzoyl chloride), CO (methanol), CO (methanol). Run in ClCCl (dichloromethane), ClCCl (dichloromethane). Product: ClC=1C=C(C=CC1Cl)C1(CN(CC1)C(C1=CC(=CC(=C1)C(F)(F)F)C(F)(F)F)=O)CCO (2-[3-(3,4-dichloro-phenyl)-1-(3,5-bis-(trifluoromethyl)-benzoyl)-pyrrolidin-3-yl]-ethanol). RXN SMILES: [Cl:1][C:2]1[CH:3]=[C:4]([C:9]2([CH2:14][CH2:15][OH:16])[CH2:13][CH2:12][NH:11][CH2:10]2)[CH:5]=[CH:6][C:7]=1[Cl:8].[F:17][C:18]([F:33])([F:32])[C:19]1[CH:20]=[C:21]([CH:25]=[C:26]([C:28]([F:31])([F:30])[F:29])[CH:27]=1)[C:22](Cl)=[O:23].CO>ClCCl>[Cl:1][C:2]1[CH:3]=[C:4]([C:9]2([CH2:14][CH2:15][OH:16])[CH2:13][CH2:12][N:11]([C:22](=[O:23])[C:21]3[CH:25]=[C:26]([C:28]([F:29])([F:30])[F:31])[CH:27]=[C:19]([C:18]([F:17])([F:32])[F:33])[CH:20]=3)[CH2:10]2)[CH:5]=[CH:6][C:7]=1[Cl:8]. Procedure: The method of example 3.1 was used with 2-[3-(3,4-dichloro-phenyl)-pyrrolidin-3-yl]-ethanol (1 mmol) and 3,5-bis(trifluoromethyl)-benzoyl chloride (1 mmol) to obtain a residue. Chromatography of the residue on silica gel eluting sequentially with 1% methanol in dichloromethane and then 6% methanol in dichloromethane gave the title compound. The reactants are C(C)#N.O.FC(C(=O)O)(F)F (acetonitrile water trifluoroacetic acid), CN(CCCN=C=NCC)C (1-(3-Dimethylamino-propyl)-3-ethyl-carbodiimide), ClC=1C=NC(=NC1)N1CCC(CC1)NC1CC1 ([1-(5-chloro-pyrimidin-2-yl)-piperidin-4-yl]-cyclopropyl-amine), CC=1N(C=CN1)C1=CC=C(C(=O)O)C=C1 (4-(2-methyl-imidazol-1-yl)-benzoic acid), ON1N=NC2=C1C=CC=C2 (1-hydroxy-benzo-triazole). Solvent: CN(C=O)C (N,N-dimethylformamide), CN(C=O)C (N,N-dimethylformamide), C(C)N(CC)CC (triethylamine). Conditions: time 18 hour. The product is ClC=1C=NC(=NC1)N1CCC(CC1)N(C(C1=CC=C(C=C1)N1C(=NC=C1)C)=O)C1CC1 (N-[1-(5-Chloro-pyrimidin-2-yl)-piperidin-4-yl]-N-cyclopropyl-4-(2-methyl-imidazol-1-yl)-benzamide). RXN SMILES: CN(C)CCCN=C=NCC.[Cl:12][C:13]1[CH:14]=[N:15][C:16]([N:19]2[CH2:24][CH2:23][CH:22]([NH:25][CH:26]3[CH2:28][CH2:27]3)[CH2:21][CH2:20]2)=[N:17][CH:18]=1.[CH3:29][C:30]1[N:31]([C:35]2[CH:43]=[CH:42][C:38]([C:39](O)=[O:40])=[CH:37][CH:36]=2)[CH:32]=[CH:33][N:34]=1.ON1C2C=CC=CC=2N=N1.C(#N)C.O.FC(F)(F)C(O)=O>CN(C)C=O.C(N(CC)CC)C>[Cl:12][C:13]1[CH:14]=[N:15][C:16]([N:19]2[CH2:24][CH2:23][CH:22]([N:25]([CH:26]3[CH2:28][CH2:27]3)[C:39](=[O:40])[C:38]3[CH:37]=[CH:36][C:35]([N:31]4[CH:32]=[CH:33][N:34]=[C:30]4[CH3:29])=[CH:43][CH:42]=3)[CH2:21][CH2:20]2)=[N:17][CH:18]=1 |f:4.5.6|. Procedure details: 1-(3-Dimethylamino-propyl)-3-ethyl-carbodiimide (EDC, 12 mg) in N,N-dimethylformamide (0.1 mL) is added to a solution of [1-(5-chloro-pyrimidin-2-yl)-piperidin-4-yl]-cyclopropyl-amine (5 mg), 4-(2-methyl-imidazol-1-yl)-benzoic acid (6 mg), 1-hydroxy-benzo-triazole (3 mg), and triethylamine (15 μL) in N,N-dimethylformamide (0.4 mL) at room temperature. The solution is stirred for 18 h and then submitted to chromatography on reversed phase (HPLC, acetonitrile/water/trifluoroacetic acid) to give th... Reactants: O=C1CCC(=O)N1Br, O=C([O-])O, ClCCl, CCOC(C)=O, CC(C)n1cc(C(=O)O)c2ccc(Cl)cc21, Nc1ccc(Br)cn1, [Na+], O, c1ccc(P(c2ccccc2)c2ccccc2)cc1. Product: CC(C)n1cc(C(=O)Nc2ccc(Br)cn2)c2ccc(Cl)cc21. RXN SMILES: [Br:20][N:21]1[C:22](=[O:23])[CH2:24][CH2:25][C:26]1=[O:27].[C:52](=[O:53])([OH:54])[O-:55].[CH2:57]([Cl:58])[Cl:59].[CH3:61][CH2:62][O:63][C:64](=[O:65])[CH3:66].[Cl:28][c:29]1[cH:30][cH:31][c:32]2[c:33]([C:41](=[O:42])[OH:43])[cH:34][n:35]([CH:38]([CH3:39])[CH3:40])[c:36]2[cH:37]1.[NH2:44][c:45]1[n:46][cH:47][c:48]([Br:51])[cH:49][cH:50]1.[Na+:56].[OH2:60].[c:1]1([P:2]([c:3]2[cH:4][cH:5][cH:6][cH:7][cH:8]2)[c:9]2[cH:10][cH:11][cH:12][cH:13][cH:14]2)[cH:15][cH:16][cH:17][cH:18][cH:19]1>>[Cl:28][c:29]1[cH:30][cH:31][c:32]2[c:33]([C:41](=[O:43])[NH:44][c:45]3[n:46][cH:47][c:48]([Br:51])[cH:49][cH:50]3)[cH:34][n:35]([CH:38]([CH3:39])[CH3:40])[c:36]2[cH:37]1. Starting materials: C1(O)=CC=C(O)C=C1 (hydroquinone), S(=O)(=O)(O)C(C(=O)OC(C(C)S(=O)(=O)O)=O)C (sulfopropionic anhydride), C(C(=C)C)(=O)OCC(C)O (2-hydroxypropyl methacrylate), COC (monomethyl ether). Solvent: C1(=CC=CC=C1)C (toluene). Product: S(=O)(=O)(O)C(C(=O)OC(C)(C)OC(C(=C)C)=O)C (METHACRYLOXYISOPROPYL SULFOPROPIONATE). Reaction SMILES: S([CH:5](C)[C:6]([O:8][C:9](=[O:16])[CH:10]([S:12]([OH:15])(=[O:14])=[O:13])[CH3:11])=[O:7])(O)(=O)=O.[C:18](OCC(O)C)(=[O:22])[C:19]([CH3:21])=[CH2:20].[CH3:28]OC.C1(C=CC(O)=CC=1)O>C1(C)C=CC=CC=1>[S:12]([CH:10]([CH3:11])[C:9]([O:8][C:6]([O:7][C:18](=[O:22])[C:19]([CH3:21])=[CH2:20])([CH3:5])[CH3:28])=[O:16])([OH:15])(=[O:13])=[O:14]. Procedure: To a reaction vessel fitted with an air-bleed tube, thermometer, stirrer, and condenser there are charged sulfopropionic anhydride (29.1 g.), 2-hydroxypropyl methacrylate (29.1 g.), the monomethyl ether of hydroquinone (0.1 g.) and toluene (60 g.). The mixture is stirred, sparged with dry air as in (1) above and heated. After 0.5 hour at 60° C. a solution containing 29% by weight of methacryloxyisopropyl sulfopropionate is obtained.